From a dataset of the Open Reaction Database (ORD), a public repository of structured organic reaction records. describe an organic reaction: reactants, conditions, products, and yield Starting materials: C1(CC1)C=1C(=CC2=C(C(=C(O2)C2=CC=C(C=C2)F)C(=O)OC)C1)[N+](=O)[O-] (methyl 5-cyclopropyl-2-(4-fluorophenyl)-6-nitro-1-benzofuran-3-carboxylate). The reagents and catalysts are Cl (HCl), [Pd] (palladium on carbon). Solvent: C(C)(=O)OCC (ethyl acetate), ClCCl (dichloromethane). The product is NC1=CC2=C(C(=C(O2)C2=CC=C(C=C2)F)C(=O)OC)C=C1C1CC1 (methyl 6-amino-5-cyclopropyl-2-(4-fluorophenyl)-1-benzofuran-3-carboxylate). As a reaction SMILES: [CH:1]1([C:4]2[C:5]([N+:24]([O-])=O)=[CH:6][C:7]3[O:11][C:10]([C:12]4[CH:17]=[CH:16][C:15]([F:18])=[CH:14][CH:13]=4)=[C:9]([C:19]([O:21][CH3:22])=[O:20])[C:8]=3[CH:23]=2)[CH2:3][CH2:2]1>C(OCC)(=O)C.Cl.[Pd].ClCCl>[NH2:24][C:5]1[C:4]([CH:1]2[CH2:3][CH2:2]2)=[CH:23][C:8]2[C:9]([C:19]([O:21][CH3:22])=[O:20])=[C:10]([C:12]3[CH:17]=[CH:16][C:15]([F:18])=[CH:14][CH:13]=3)[O:11][C:7]=2[CH:6]=1. Procedure: A solution of methyl 5-cyclopropyl-2-(4-fluorophenyl)-6-nitro-1-benzofuran-3-carboxylate (3.175 g, 8.94 mmol) in ethyl acetate (250 mL) containing 2M HCl (17 drops) was stirred with 10% palladium on carbon (0.951 g, 0.894 mmol) under an atmosphere of hydrogen at 21° C. for 16 hours. The reaction mixture was filtered through celite and the filtrate was evaporated under vacuum to give a dark green solid. This was dissolved in dichloromethane, washed with sodium bicarbonate solution, separated by h... Reactants: CC1(OC(C(O1)=CC(=O)Cl)=O)C ((2,2-dimethyl-5-oxo-[1,3]dioxolan-4-ylidene)-acetyl chloride), FC1=C(C=C(CNOC)C=C1)C (N-(4-fluoro-3-methyl-benzyl)-O-methyl-hydroxylamine), compound 1-A. Product: CC1(OC(C(O1)=CC(=O)N(OC)CC1=CC(=C(C=C1)F)C)=O)C (2-(2,2-Dimethyl-5-oxo-[1,3]dioxolan-4-ylidene)-N-(4-Fluoro-3-methyl-benzyl)-N-methoxy-acetamide). The yield is 95.0%. RXN SMILES: [CH3:1][C:2]1([CH3:12])[O:6][C:5](=[CH:7][C:8](Cl)=[O:9])[C:4](=[O:11])[O:3]1.[F:13][C:14]1[CH:23]=[CH:22][C:17]([CH2:18][NH:19][O:20][CH3:21])=[CH:16][C:15]=1[CH3:24]>>[CH3:1][C:2]1([CH3:12])[O:6][C:5](=[CH:7][C:8]([N:19]([CH2:18][C:17]2[CH:22]=[CH:23][C:14]([F:13])=[C:15]([CH3:24])[CH:16]=2)[O:20][CH3:21])=[O:9])[C:4](=[O:11])[O:3]1. Reported procedure: Reaction of (2,2-dimethyl-5-oxo-[1,3]dioxolan-4-ylidene)-acetyl chloride with N-(4-fluoro-3-methyl-benzyl)-O-methyl-hydroxylamine as described in the preparation of compound 1-A gave the title amide as white crystals (95% yield): mp 107-108° C. (ethyl acetate-hexane). 1HNMR 400 MHz (CDCl3) δ (ppm): 1.75 (6H, s, CH3), 2.26 (3H, broad s, CH3), 3.69 (3H, s, OCH3), 4.75 (2H, s, NCH2), 6.39 (1H, s, CH), 6.95 (1H, m, aromatic), 7.13-7.19 (2H, m, aromatics). Anal. calcd for C16H18FNO5: C, 59.43; H, 5.6... Reactants: CCOC(=O)Cc1nnc(NS(=O)(=O)c2ccc(NC(C)=O)cc2)s1, C1CCOC1, [Li+], [OH-]. The product is CC(=O)Nc1ccc(S(=O)(=O)Nc2nnc(CC(=O)O)s2)cc1. Reaction SMILES: [C:1]([CH3:2])(=[O:3])[NH:4][c:5]1[cH:6][cH:7][c:8]([S:11](=[O:12])(=[O:13])[NH:14][c:15]2[n:16][n:17][c:18]([CH2:20][C:21](=[O:22])[O:23][CH2:24][CH3:25])[s:19]2)[cH:9][cH:10]1.[CH2:28]1[O:29][CH2:30][CH2:31][CH2:32]1.[Li+:27].[OH-:26]>>[C:1]([CH3:2])(=[O:3])[NH:4][c:5]1[cH:6][cH:7][c:8]([S:11](=[O:12])(=[O:13])[NH:14][c:15]2[n:16][n:17][c:18]([CH2:20][C:21](=[O:22])[OH:23])[s:19]2)[cH:9][cH:10]1.